Dataset: the Open Reaction Database (ORD), a public repository of structured organic reaction records. Task: describe an organic reaction: reactants, conditions, products, and yield The reactants are N(N)C=1N=NC(=CC1)C1=CC(=CC=C1)C(F)(F)F (3-hydrazino-6-[3-(trifluoromethyl)phenyl]pyridazine), C(CO)(=O)OCC (ethyl glycolate). Solvent: C(CCC)O (n-butyl alcohol). The product is OCC1=NN=C2N1N=C(C=C2)C2=CC(=CC=C2)C(F)(F)F (3-(Hydroxymethyl)-6-[3-(trifluoromethyl)-phenyl]-1,2,4-triazolo[4,3-b]pyridazine). RXN SMILES: [NH:1]([C:3]1[N:4]=[N:5][C:6]([C:9]2[CH:14]=[CH:13][CH:12]=[C:11]([C:15]([F:18])([F:17])[F:16])[CH:10]=2)=[CH:7][CH:8]=1)[NH2:2].[C:19](OCC)(=O)[CH2:20][OH:21]>C(O)CCC>[OH:21][CH2:20][C:19]1[N:4]2[N:5]=[C:6]([C:9]3[CH:14]=[CH:13][CH:12]=[C:11]([C:15]([F:18])([F:17])[F:16])[CH:10]=3)[CH:7]=[CH:8][C:3]2=[N:1][N:2]=1. Reported procedure: A mixture of 2.3 g. of 3-hydrazino-6-[3-(trifluoromethyl)phenyl]pyridazine, 188 g. of ethyl glycolate and 40 ml. of n-butyl alcohol is heated at reflux temperature for 18 hours. The mixture is evaporated in vacuo. To the residue is added dichloromethane and hexane. The mixture is filtered to give 2.0 g. of cream colored crystals. Recrystallization from ethyl acetate gives the product of the Example as off-white crystals, m.p. 224°-226° C. Reactants: Cc1cc(C(=O)Cl)n(C)n1, CN1CCCC1=O, Nc1cc(Oc2ccc3nc(NC(=O)C4CC4)cn3n2)ccc1Br, [Na+], O=C([O-])O. Yields the product Cc1cc(C(=O)Nc2cc(Oc3ccc4nc(NC(=O)C5CC5)cn4n3)ccc2Br)n(C)n1. RXN SMILES: [CH3:25][n:26]1[n:27][c:28]([CH3:34])[cH:29][c:30]1[C:31](=[O:32])[Cl:33].[CH3:40][N:41]1[CH2:42][CH2:43][CH2:44][C:45]1=[O:46].[NH2:1][c:2]1[cH:3][c:4]([O:5][c:6]2[cH:7][cH:8][c:9]3[n:10]([n:11]2)[cH:12][c:13]([NH:15][C:16](=[O:17])[CH:18]2[CH2:19][CH2:20]2)[n:14]3)[cH:21][cH:22][c:23]1[Br:24].[Na+:35].[OH:36][C:37](=[O:38])[O-:39]>>[NH:1]([c:2]1[cH:3][c:4]([O:5][c:6]2[cH:7][cH:8][c:9]3[n:10]([n:11]2)[cH:12][c:13]([NH:15][C:16](=[O:17])[CH:18]2[CH2:19][CH2:20]2)[n:14]3)[cH:21][cH:22][c:23]1[Br:24])[C:31]([c:30]1[n:26]([CH3:25])[n:27][c:28]([CH3:34])[cH:29]1)=[O:32].